This data is from the Open Reaction Database (ORD), a public repository of structured organic reaction records. The task is: describe an organic reaction: reactants, conditions, products, and yield Starting materials: Cl, Oc1ccc(Cl)cc1, CC(C)C(=O)Nc1cccc(C2CCN(CCCCCC(O)c3ccccc3)CC2)c1. Product: CC(C)C(=O)Nc1cccc(C2CCN(CCCCCC(Oc3ccc(Cl)cc3)c3ccccc3)CC2)c1. As a reaction SMILES: [ClH:40].[OH:1][c:2]1[cH:3][cH:4][c:5]([Cl:6])[cH:7][cH:8]1.[OH:9][CH:10]([CH2:11][CH2:12][CH2:13][CH2:14][CH2:15][N:16]1[CH2:17][CH2:18][CH:19]([c:22]2[cH:23][c:24]([NH:28][C:29]([CH:30]([CH3:31])[CH3:32])=[O:33])[cH:25][cH:26][cH:27]2)[CH2:20][CH2:21]1)[c:34]1[cH:35][cH:36][cH:37][cH:38][cH:39]1>>[O:1]([c:2]1[cH:3][cH:4][c:5]([Cl:6])[cH:7][cH:8]1)[CH:10]([CH2:11][CH2:12][CH2:13][CH2:14][CH2:15][N:16]1[CH2:17][CH2:18][CH:19]([c:22]2[cH:23][c:24]([NH:28][C:29]([CH:30]([CH3:31])[CH3:32])=[O:33])[cH:25][cH:26][cH:27]2)[CH2:20][CH2:21]1)[c:34]1[cH:35][cH:36][cH:37][cH:38][cH:39]1. Reactants: CO, CC(=Cc1ccc(F)c(F)c1)C(=O)O. Yields the product CC(Cc1ccc(F)c(F)c1)C(=O)O. RXN SMILES: [CH3:15][OH:16].[F:1][c:2]1[cH:3][c:4]([CH:5]=[C:6]([C:7](=[O:8])[OH:9])[CH3:10])[cH:11][cH:12][c:13]1[F:14]>>[F:1][c:2]1[cH:3][c:4]([CH2:5][CH:6]([C:7](=[O:8])[OH:9])[CH3:10])[cH:11][cH:12][c:13]1[F:14]. The reactants are N#Cc1cc(B(O)O)ccc1F, C1CCOC1, O=C1C(Cc2c(Cl)cc(OS(=O)(=O)C(F)(F)F)cc2Cl)CCN1C1CCCCC1, [Na+], [Na+], O=C([O-])[O-], O. Product: N#Cc1cc(-c2cc(Cl)c(CC3CCN(C4CCCCC4)C3=O)c(Cl)c2)ccc1F. As a reaction SMILES: [C:30](#[N:31])[c:32]1[cH:33][c:34]([B:39]([OH:40])[OH:41])[cH:35][cH:36][c:37]1[F:38].[CH2:49]1[O:50][CH2:51][CH2:52][CH2:53]1.[F:1][C:2]([F:3])([F:4])[S:5]([O:6][c:7]1[cH:8][c:9]([Cl:27])[c:10]([CH2:14][CH:15]2[C:16](=[O:26])[N:17]([CH:20]3[CH2:21][CH2:22][CH2:23][CH2:24][CH2:25]3)[CH2:18][CH2:19]2)[c:11]([Cl:13])[cH:12]1)(=[O:28])=[O:29].[Na+:42].[Na+:43].[O-:44][C:45](=[O:46])[O-:47].[OH2:48]>>[c:7]1(-[c:34]2[cH:33][c:32]([C:30]#[N:31])[c:37]([F:38])[cH:36][cH:35]2)[cH:8][c:9]([Cl:27])[c:10]([CH2:14][CH:15]2[C:16](=[O:26])[N:17]([CH:20]3[CH2:21][CH2:22][CH2:23][CH2:24][CH2:25]3)[CH2:18][CH2:19]2)[c:11]([Cl:13])[cH:12]1. Yields the product COC(C1=CC=C(C=C1)C1=C2C(=NC(=C1C(=O)C1CC1)C)SC1=C2CCC1)=O (4-(3-cyclopropanecarbonyl-2-methyl-6,7-dihydro-5H-cyclopenta[4,5]thieno[2,3-b]pyridin-4-yl)-benzoic acid methyl ester). Starting materials: COC(C1=CC=C(C=C1)C(=O)C=1C2=C(SC1N)CCC2)=O (4-(2-amino-5,6-dihydro-4H-cyclopenta[b]thiophene-3-carbonyl)-benzoic acid methyl ester), C1(CC1)C(CC(C)=O)=O (1-cyclopropyl-butane-1,3-dione). Run at temperature 100 celsius, time 10 minute. Isolated yield 28.1%. Procedure details: To a stirred solution of 60 mg (0.20 mmol) 4-(2-amino-5,6-dihydro-4H-cyclopenta[b]thiophene-3-carbonyl)-benzoic acid methyl ester in 2 ml acetic acid was added 33 mg (0.26 mmol) of 1-cyclopropyl-butane-1,3-dione and one drop of sulfuric acid. The mixture was then stirred at 100° C. for 10 minutes in a microwave and then concentrated in vacuo. Preparative HPLC (30% CH3CN/H20) afforded 22 mg (28%) 4-(3-cyclopropanecarbonyl-2-methyl-6,7-dihydro-5H-cyclopenta[4,5]thieno[2,3-b]pyridin-4-yl)-benzoic a... Run in C(C)(=O)O (acetic acid). The reagents and catalysts are S(O)(O)(=O)=O (sulfuric acid). RXN SMILES: [CH3:1][O:2][C:3](=[O:21])[C:4]1[CH:9]=[CH:8][C:7]([C:10]([C:12]2[C:13]3[CH2:20][CH2:19][CH2:18][C:14]=3[S:15][C:16]=2[NH2:17])=O)=[CH:6][CH:5]=1.[CH:22]1([C:25](=[O:30])[CH2:26][C:27](=O)[CH3:28])[CH2:24][CH2:23]1>C(O)(=O)C.S(=O)(=O)(O)O>[CH3:1][O:2][C:3](=[O:21])[C:4]1[CH:9]=[CH:8][C:7]([C:10]2[C:26]([C:25]([CH:22]3[CH2:24][CH2:23]3)=[O:30])=[C:27]([CH3:28])[N:17]=[C:16]3[S:15][C:14]4[CH2:18][CH2:19][CH2:20][C:13]=4[C:12]=23)=[CH:6][CH:5]=1.